From a dataset of the Open Reaction Database (ORD), a public repository of structured organic reaction records. describe an organic reaction: reactants, conditions, products, and yield The reactants are C(C)NC(NC1=NN(C2=C1C=NC(=C2)NC(=O)N[C@H](C)C2=CC=CC=C2)C(C2=CC=CC=C2)(C2=CC=CC=C2)C2=CC=CC=C2)=O ((R)-1-(3-(3-ethylureido)-1-trityl-1H-pyrazolo[4,3-c]pyridin-6-yl)-3-(1-phenylethyl)urea), C(C)[SiH](CC)CC (Triethylsilane). The solvent is C(=O)(C(F)(F)F)O (TFA). Conditions: time 1 hour. The product is C(C)NC(NC1=NNC2=C1C=NC(=C2)NC(=O)N[C@H](C)C2=CC=CC=C2)=O ((R)-1-(3-(3-ethylureido)-1H-pyrazolo[4,3-c]pyridin-6-yl)-3-(1-phenylethyl)urea). As a reaction SMILES: [CH2:1]([NH:3][C:4](=[O:46])[NH:5][C:6]1[C:10]2[CH:11]=[N:12][C:13]([NH:15][C:16]([NH:18][C@@H:19]([C:21]3[CH:26]=[CH:25][CH:24]=[CH:23][CH:22]=3)[CH3:20])=[O:17])=[CH:14][C:9]=2[N:8](C(C2C=CC=CC=2)(C2C=CC=CC=2)C2C=CC=CC=2)[N:7]=1)[CH3:2].C([SiH](CC)CC)C>C(O)(C(F)(F)F)=O>[CH2:1]([NH:3][C:4](=[O:46])[NH:5][C:6]1[C:10]2[CH:11]=[N:12][C:13]([NH:15][C:16]([NH:18][C@@H:19]([C:21]3[CH:26]=[CH:25][CH:24]=[CH:23][CH:22]=3)[CH3:20])=[O:17])=[CH:14][C:9]=2[NH:8][N:7]=1)[CH3:2]. Procedure: (R)-1-(3-(3-ethylureido)-1-trityl-1H-pyrazolo[4,3-c]pyridin-6-yl)-3-(1-phenylethyl)urea (0.046 mmol) was taken up in TFA (1 ml) and the reaction mixture stirred at room temperature for 1 h. Triethylsilane (0.008 ml, 0.046 mmol) was added drop wise, and the reaction mixture stirred for an additional 5 minutes. The mixture was concentrated, re-dissolved in DMSO (1.5 mL) and submitted for purification by mass-triggered preparative HPLC to afford (R)-1-(3-(3-ethylureido)-1H-pyrazolo[4,3-c]pyridin-6-... Starting materials: C1CCOC1 (THF), C([O-])([O-])=O.[K+].[K+] (potassium carbonate), CO (methanol), C[Si](C)(C)C#CC=1C=CC(=NC1)N (5-trimethylsilanylethynyl-pyridin-2-ylamine). Solvent: O (Water). Conditions: time 1 hour. The product is C(#C)C=1C=CC(=NC1)N (5-Ethynyl-pyridin-2-ylamine). The yield is 99.1%. Reaction SMILES: C1COCC1.CO.C[Si]([C:12]#[C:13][C:14]1[CH:15]=[CH:16][C:17]([NH2:20])=[N:18][CH:19]=1)(C)C.C(=O)([O-])[O-].[K+].[K+]>O>[C:13]([C:14]1[CH:15]=[CH:16][C:17]([NH2:20])=[N:18][CH:19]=1)#[CH:12] |f:3.4.5|. Procedure: To a solution of THF (1 mL) and methanol (1 mL) of 5-trimethylsilanylethynyl-pyridin-2-ylamine (26 mg) described in Manufacturing Example 3-2 was added potassium carbonate (38 mg) at room temperature, which was stirred for 1 hour at room temperature. Water was added at 0° C. to the reaction solution, which was then extracted with ethyl acetate. The organic layer was washed with saturated brine, dried over anhydrous magnesium sulfate, and filtered, after which the solvent was evaporated from the ... Yield: 82.0%. Conditions: time 6 hour. RXN SMILES: CC1[CH:7]=[CH:6][C:5]([C:8]23[CH2:18][C:12]4([CH3:19])[CH2:13][C:14]([CH3:17])([CH2:16][C:10]([C:20]5[CH:25]=[CH:24]C(C)=[CH:22][CH:21]=5)([CH2:11]4)[CH2:9]2)[CH2:15]3)=[CH:4][CH:3]=1.[C:27]([OH:30])(=[O:29])[CH3:28].Cl.[C:32]([O:35]CC)(=[O:34])[CH3:33]>O.O.O.O.O.O.[Co](Br)Br>[C:27]([C:28]1[CH:3]=[CH:4][C:5]([C:8]23[CH2:18][C:12]4([CH3:19])[CH2:13][C:14]([CH3:17])([CH2:16][C:10]([C:20]5[CH:25]=[CH:24][C:33]([C:32]([OH:35])=[O:34])=[CH:22][CH:21]=5)([CH2:11]4)[CH2:9]2)[CH2:15]3)=[CH:6][CH:7]=1)([OH:30])=[O:29] |f:4.5.6.7.8.9.10|. Reactants: CC1=CC=C(C=C1)C12CC3(CC(CC(C1)(C3)C)(C2)C)C2=CC=C(C=C2)C (1,3-di(4-methylphenyl)-5,7-dimethyl adamantane), C(C)(=O)O (acetic acid), Cl (hydrochloric acid), C(C)(=O)OCC (ethyl acetate). The product is C(=O)(O)C1=CC=C(C=C1)C12CC3(CC(CC(C1)(C3)C)(C2)C)C2=CC=C(C=C2)C(=O)O (1,3-di(4-carboxyphenyl)-5,7-dimethyl adamantane). Reagents/catalysts: O.O.O.O.O.O.[Co](Br)Br (cobalt bromide hexahydrate). Procedure: In the method of Example III, 2.0 grams of 1,3-di(4-methylphenyl)-5,7-dimethyl adamantane were allowed to reflux with 300 ml of acetic acid containing 5.26 grams (0.022 moles) cobalt acetate tetrahydrate and, 2.39 grams cobalt bromide hexahydrate. An oxygen gas flow of 1 cubic foot per hour was bubbled through the refluxing mixture. Over a period of 6 hours, 5.39 grams of 1,3-di(4-methylphenyl)-5,7-dimethyl adamantane were added for a total of 7.39 grams. The reaction mixture was allowed to refl... The reactants are C(=O)(OC(C)(C)C)N1N=C(C2=CC(=CC=C12)Br)C (1-BOC-3-methyl-5-bromo-indazole), C(C)(=O)[O-].[K+] (potassium acetate), B1(OC(C(O1)(C)C)(C)C)B2OC(C(O2)(C)C)(C)C (bis(pinacolato)diboron), C(C)(C)(C)OC(=O)N1CC(CCC1)NC=1C=CC=2N(N1)C(=CN2)Br (3-(3-bromo-imidazo[1,2-b]pyridazine-6-yl-amino)-piperidine-1-carboxylic acid tert-butyl ester), C([O-])([O-])=O.[K+].[K+] (potassium carbonate), C(Cl)Cl (CH2Cl2), Cl (HCl). RXN SMILES: C([N:8]1[C:16]2[C:11](=[CH:12][C:13](Br)=[CH:14][CH:15]=2)[C:10]([CH3:18])=[N:9]1)(OC(C)(C)C)=O.C([O-])(=O)C.[K+].B1(B2OC(C)(C)C(C)(C)O2)OC(C)(C)C(C)(C)O1.C(Cl)[Cl:43].C(OC([N:52]1[CH2:57][CH2:56][CH2:55][CH:54]([NH:58][C:59]2[CH:60]=[CH:61][C:62]3[N:63]([C:65](Br)=[CH:66][N:67]=3)[N:64]=2)[CH2:53]1)=O)(C)(C)C.C(=O)([O-])[O-].[K+].[K+].[ClH:75]>CN(C=O)C.C1C=CC(P(C2C=CC=CC=2)[C-]2C=CC=C2)=CC=1.C1C=CC(P(C2C=CC=CC=2)[C-]2C=CC=C2)=CC=1.Cl[Pd]Cl.[Fe+2].O>[ClH:43].[ClH:75].[ClH:43].[CH3:18][C:10]1[C:11]2[C:16](=[CH:15][CH:14]=[C:13]([C:65]3[N:63]4[N:64]=[C:59]([NH:58][CH:54]5[CH2:55][CH2:56][CH2:57][NH:52][CH2:53]5)[CH:60]=[CH:61][C:62]4=[N:67][CH:66]=3)[CH:12]=2)[NH:8][N:9]=1 |f:1.2,6.7.8,11.12.13.14,16.17.18.19|. Yield: 34.0%. Reaction conditions: temperature 80 celsius. Yields the product Cl.Cl.Cl.CC1=NNC2=CC=C(C=C12)C1=CN=C2N1N=C(C=C2)NC2CNCCC2 ([3-(3-methyl-1H-indazol-5-yl)-imidazo[1,2-b]pyridazine-6-yl]-piperidin-3-yl-amine trihydrochloride). Reagents/catalysts: C1=CC=C(C=C1)P([C-]2C=CC=C2)C3=CC=CC=C3.C1=CC=C(C=C1)P([C-]2C=CC=C2)C3=CC=CC=C3.Cl[Pd]Cl.[Fe+2] (Pd(dppf)Cl2). Solvent: CN(C)C=O (DMF), O (water). Procedure: A solution of 1-BOC-3-methyl-5-bromo-indazole (0.24 g, 0.76 mmol), in DMF (10 mL) at room temperature, under nitrogen and treated with potassium acetate (0.40 g, 4 mmol), bis(pinacolato)diboron (0.38 g, 1.5 mmol) and Pd(dppf)Cl2.CH2Cl2 (80 mg, 0.1 mmol). This suspension was degassed with four cycles of vacuum and nitrogen. The suspension was heated at 80° C. for two hours and then cooled to room temperature. The suspension was treated with 3-(3-bromo-imidazo[1,2-b]pyridazine-6-yl-amino)-piperidi...